This data is from the Open Reaction Database (ORD), a public repository of structured organic reaction records. The task is: describe an organic reaction: reactants, conditions, products, and yield Starting materials: BrC=1SC(=CN1)[N+](=O)[O-] (2-bromo-5-nitrothiazole), OC1=NN=C(N1C1=CC=CC=C1)S (3-Hydroxy-5-mercapto-4-phenyl-1,2,4-triazole), C([O-])([O-])=O.[K+].[K+] (potassium carbonate). Solvent: C(C)O (ethanol), C(C)O (ethanol). The product is OC1=NN=C(N1C1=CC=CC=C1)SC=1SC(=CN1)[N+](=O)[O-] (3-hydroxy-5-[(5-nitrothiazol-2-yl)mercapto]-4-phenyl-1,2,4-triazole). Yield: 18.7%. Reaction SMILES: [OH:1][C:2]1[N:6]([C:7]2[CH:12]=[CH:11][CH:10]=[CH:9][CH:8]=2)[C:5]([SH:13])=[N:4][N:3]=1.C(=O)([O-])[O-].[K+].[K+].Br[C:21]1[S:22][C:23]([N+:26]([O-:28])=[O:27])=[CH:24][N:25]=1>C(O)C>[OH:1][C:2]1[N:6]([C:7]2[CH:12]=[CH:11][CH:10]=[CH:9][CH:8]=2)[C:5]([S:13][C:21]2[S:22][C:23]([N+:26]([O-:28])=[O:27])=[CH:24][N:25]=2)=[N:4][N:3]=1 |f:1.2.3|. Reported procedure: The title compound was prepared by the general method described by Potts, K. T.(1961) Chem. Rev. 61:87. 4-Phenyl-3-thiosemicarbazide (4.18 g) (Aldrich) was dissolved in 50 mL of pyridine and treated with 2.71 g of ethyl chloroformate at 0° C. The reaction was stirred for 2 hours and then refluxed for 18 hours. Evaporation of the solvent and trituration with water gave 2.5 g of 3-hydroxy-5-mercapto-4-phenyl-1,2,4-triazole. 3-Hydroxy-5-mercapto-4-phenyl-1,2,4-triazole (1.93 g) was stirred in 10 mL... Reactants: C1CCOC1, CCOC(C)=O, CCOC(=O)Cn1c2c(c3c(Cl)cc(Cl)cc31)CCN(C(=O)OC(C)(C)C)CC2, [Na+], [OH-], O. Yields the product CC(C)(C)OC(=O)N1CCc2c(n(CCO)c3cc(Cl)cc(Cl)c23)CC1. As a reaction SMILES: [CH2:38]1[O:39][CH2:40][CH2:41][CH2:42]1.[CH3:32][CH2:33][O:34][C:35]([CH3:36])=[O:37].[Cl:1][c:2]1[cH:3][c:4]([Cl:29])[c:5]2[c:6]3[c:7]([n:8]([CH2:11][C:12](=[O:13])[O:14][CH2:15][CH3:16])[c:9]2[cH:10]1)[CH2:17][CH2:18][N:19]([C:22](=[O:23])[O:24][C:25]([CH3:26])([CH3:27])[CH3:28])[CH2:20][CH2:21]3.[Na+:31].[OH-:30].[OH2:43]>>[Cl:1][c:2]1[cH:3][c:4]([Cl:29])[c:5]2[c:6]3[c:7]([n:8]([CH2:11][CH2:12][OH:13])[c:9]2[cH:10]1)[CH2:17][CH2:18][N:19]([C:22](=[O:23])[O:24][C:25]([CH3:26])([CH3:27])[CH3:28])[CH2:20][CH2:21]3. The reactants are C(C1=CC=CC=C1)OC1=CC(=C(C=O)C=C1)N(C=O)CC(C)O ((±)-4-benzyloxy-2-(N-(2-hydroxypropyl)formamido)benzaldehyde). Solvent: O (water). Product: C(C1=CC=CC=C1)OC1=CC(=C(C=O)C=C1)NCC(C)O ((±)-4-benzyloxy-2-(2-hydroxypropyl)aminobenzaldehyde). Reaction SMILES: [CH2:1]([O:8][C:9]1[CH:16]=[CH:15][C:12]([CH:13]=[O:14])=[C:11]([N:17]([CH2:20][CH:21]([OH:23])[CH3:22])C=O)[CH:10]=1)[C:2]1[CH:7]=[CH:6][CH:5]=[CH:4][CH:3]=1>O>[CH2:1]([O:8][C:9]1[CH:16]=[CH:15][C:12]([CH:13]=[O:14])=[C:11]([NH:17][CH2:20][CH:21]([OH:23])[CH3:22])[CH:10]=1)[C:2]1[CH:7]=[CH:6][CH:5]=[CH:4][CH:3]=1. Procedure: Compound 3 is reacted with a base or an acid in the presence of water and an organic solvent, to yield (±)-4-benzyloxy-2-(2-hydroxypropyl)aminobenzaldehyde (6). Preferably, base is used and the preferred base is sodium hydroxide or potassium hydroxide and the preferred solvent is tetrahydrofuran and the temperature is 0 to 35° C., preferably 20 to 25° C. Preferably, an inert atmosphere, e.g., nitrogen or argon, is maintained.